Dataset: the Open Reaction Database (ORD), a public repository of structured organic reaction records. Task: describe an organic reaction: reactants, conditions, products, and yield Starting materials: O=C(n1ccnc1)n1ccnc1, C1CCC2=NCCCN2CC1, NS(=O)(=O)C1CC1, C1CCOC1, CCCCSC1(c2ccc(-c3ccccc3)cc2)CC2C(=O)NC3(C(=O)O)CC3C=CCCCCCC(NC(=O)OC(C)(C)C)C(=O)N2C1. Product: CCCCSC1(c2ccc(-c3ccccc3)cc2)CC2C(=O)NC3(C(=O)NS(=O)(=O)C4CC4)CC3C=CCCCCCC(NC(=O)OC(C)(C)C)C(=O)N2C1. Reaction SMILES: [C:50]([n:51]1[cH:52][cH:53][n:54][cH:55]1)([n:56]1[cH:57][cH:58][n:59][cH:60]1)=[O:61].[CH2:69]1[CH2:70][CH2:71][C:72]2=[N:77][CH2:76][CH2:75][CH2:74][N:73]2[CH2:78][CH2:79]1.[CH:62]1([S:65](=[O:66])(=[O:67])[NH2:68])[CH2:63][CH2:64]1.[O:80]1[CH2:81][CH2:82][CH2:83][CH2:84]1.[c:1]1(-[c:44]2[cH:45][cH:46][cH:47][cH:48][cH:49]2)[cH:2][cH:3][c:4]([C:7]2([S:39][CH2:40][CH2:41][CH2:42][CH3:43])[CH2:8][CH:9]3[N:10]([C:11](=[O:37])[CH:12]([NH:29][C:30](=[O:31])[O:32][C:33]([CH3:34])([CH3:35])[CH3:36])[CH2:13][CH2:14][CH2:15][CH2:16][CH2:17][CH:18]=[CH:19][CH:20]4[C:21]([C:26](=[O:27])[OH:28])([NH:22][C:23]3=[O:24])[CH2:25]4)[CH2:38]2)[cH:5][cH:6]1>>[c:1]1(-[c:44]2[cH:45][cH:46][cH:47][cH:48][cH:49]2)[cH:2][cH:3][c:4]([C:7]2([S:39][CH2:40][CH2:41][CH2:42][CH3:43])[CH2:8][CH:9]3[N:10]([C:11](=[O:37])[CH:12]([NH:29][C:30](=[O:31])[O:32][C:33]([CH3:34])([CH3:35])[CH3:36])[CH2:13][CH2:14][CH2:15][CH2:16][CH2:17][CH:18]=[CH:19][CH:20]4[C:21]([C:26](=[O:27])[NH:68][S:65]([CH:62]5[CH2:63][CH2:64]5)(=[O:66])=[O:67])([NH:22][C:23]3=[O:24])[CH2:25]4)[CH2:38]2)[cH:5][cH:6]1. Starting materials: [N+](=O)([O-])C1=CC=C(C=2C(C3=C(C=CC(=C3C(C12)=O)O)[N+](=O)[O-])=O)O (1,5-dinitro-4,8-dihydroxyanthraquinone), [N+](=O)([O-])C1=CC=C(C=2C(C3=C(C=CC(=C3C(C12)=O)[N+](=O)[O-])O)=O)O (1,8-dinitro-4,5-dihydroxyanthraquinone), C1(=CC=CC=C1)O (phenol). Solvent: CO (methanol). Yields the product NC1=CC=C(C=2C(C3=C(C=CC(=C3C(C12)=O)[N+](=O)[O-])O)=O)O (1-amino-8-nitro-4,5-dihydroxyanthraquinone). As a reaction SMILES: [N+](C1C2C(=O)C3C(=C([N+]([O-])=O)C=CC=3O)C(=O)C=2C(O)=CC=1)([O-])=O.[N+:25]([C:28]1[C:41]2[C:40](=[O:42])[C:39]3[C:34](=[C:35]([OH:46])[CH:36]=[CH:37][C:38]=3[N+:43]([O-])=O)[C:33](=[O:47])[C:32]=2[C:31]([OH:48])=[CH:30][CH:29]=1)([O-:27])=[O:26].C1(O)C=CC=CC=1>CO>[NH2:43][C:38]1[C:39]2[C:40](=[O:42])[C:41]3[C:32](=[C:31]([OH:48])[CH:30]=[CH:29][C:28]=3[N+:25]([O-:27])=[O:26])[C:33](=[O:47])[C:34]=2[C:35]([OH:46])=[CH:36][CH:37]=1. Procedure details: 16.5 parts of a mixture of 1,5-dinitro-4,8-dihydroxyanthraquinone and 1,8-dinitro-4,5-dihydroxyanthraquinone (about 1:1 parts) is heated with 50 parts of phenol for eight hours at 180° C while stirring. After cooling 100 parts by volume of methanol is added, the precipitate is suction filtered and the residue is washed with methanol and then with hot water. After drying 13 parts of a mixture of 1-amino-5-nitro-4,8-dihydroxyanthraquinone and 1-amino-8-nitro-4,5-dihydroxyanthraquinone is obtained;... The reactants are Cl.C1(CCCCC1)C(N)=N (cyclohexanecarboximidamide hydrochloride), [O-]CC.[Na+] (sodium ethoxide), [Na] (sodium), CC(C(=O)OCC)C(C)=O (ethyl 2-methyl-3-oxobutanoate). Solvent: CCO (EtOH), CCO (EtOH). The product is C1(CCCCC1)C1=NC(=C(C(=N1)O)C)C (2-cyclohexyl-5,6-dimethylpyrimidin-4-ol). Isolated yield 152.3%. RXN SMILES: [O-]CC.[Na+].[Na].[CH3:6][CH:7]([C:13](=O)[CH3:14])[C:8]([O:10]CC)=O.Cl.[CH:17]1([C:23](=[NH:25])[NH2:24])[CH2:22][CH2:21][CH2:20][CH2:19][CH2:18]1>CCO>[CH:17]1([C:23]2[N:25]=[C:8]([OH:10])[C:7]([CH3:6])=[C:13]([CH3:14])[N:24]=2)[CH2:22][CH2:21][CH2:20][CH2:19][CH2:18]1 |f:0.1,4.5,^1:4|. Procedure details: A solution of sodium ethoxide (previously prepared by dissolving sodium (6.36 g, 278 mmol, 3 eq) in EtOH (300 ml)), stirring at RT, was treated with ethyl 2-methyl-3-oxobutanoate (16.94 ml, 120 mmol, 1.3 eq). A slurry of cyclohexanecarboximidamide hydrochloride (15 g, 92 mmol, 1 eq) in EtOH (100 ml) was then added and the RM heated at reflux for 8 h. The RM was concentrated, water added and the pH adjusted to ˜7-8 with 2N HCl. Following acidification a white solid precipitated and this was filte... Starting materials: C(c1c(cc(cc1F)C(F)(F)F)C(F)(F)F)=O, CC1=CN=C(C=C1)N, [C-]#[N+]C1CCCCC1. Reagents/catalysts: O=C(O)C(F)(F)F (trifluoroacetic acid). Run in CC(C)O (isopropyl alcohol), CC(C)O (isopropylalcohol). Reaction conditions: temperature 22 celsius, time 20 hour. Product: Cc1ccc2nc(c3c(cc(cc3F)C(F)(F)F)C(F)(F)F)c(NC3CCCCC3)n2c1. Yield: 5.1%. RXN SMILES: CC1=CC=C(N)N=C1.[C-]#[N+]C1CCCCC1.FC1=C(C=O)C(=CC(=C1)C(F)(F)F)C(F)(F)F>>CC1=CN2C(C=C1)=NC(=C2NC1CCCCC1)C1=C(F)C=C(C=C1C(F)(F)F)C(F)(F)F. The reactants are N1C(=NC2=C1C=CC=C2)CCN (2-(1H-benzimidazol-2-yl)ethylamine), N1C(=NC2=C1C=CC=C2)CCN (2-(1H-Benzimidazol-2-yl)ethylamine), C(C1=CC=CC=C1)(=O)N=C=S (benzoyl isothiocyanate), C1(=C(C(=C(C(=C1F)F)F)N)F)N.Cl.Cl (dihydrochloride), CCN(C(C)C)C(C)C (DIPEA). Solvent: ClCCl (dichloromethane). Conditions: time 1 hour. Yields the product N1C(=NC2=C1C=CC=C2)CCNC(=S)N (1-[2-(1H-Benzimidazol-2-yl)ethyl]thiourea). Isolated yield 86.0%. As a reaction SMILES: [NH:1]1[C:5]2[CH:6]=[CH:7][CH:8]=[CH:9][C:4]=2[N:3]=[C:2]1[CH2:10][CH2:11][NH2:12].C1(N)C(F)=C(F)C(F)=C(N)C=1F.Cl.Cl.CCN(C(C)C)C(C)C.C([N:44]=[C:45]=[S:46])(=O)C1C=CC=CC=1>ClCCl>[NH:1]1[C:5]2[CH:6]=[CH:7][CH:8]=[CH:9][C:4]=2[N:3]=[C:2]1[CH2:10][CH2:11][NH:12][C:45]([NH2:44])=[S:46] |f:1.2.3|. Procedure details: {2-(1H-Benzimidazol-2-yl)ethylamine was made as the dihydrochloride salt according to a procedure described by Nicolaou et al. Bioorg. Med. Chem., 1998, 6, 1185-1208 and pretreated with DIPEA (2.07 mL, 11.86 mmol) for 5 minutes.} To a suspension of 2-(1H-benzimidazol-2-yl)ethylamine (1.39 g, 5.93 mmol) in dichloromethane (20 mL) was added benzoyl isothiocyanate (0.88 mL, 6.52 mmol). After 1 h, the reaction mixture was concentrated in vacuo. Ammonia in methanol (7N, 30 mL) was then added and the ... Starting materials: COc1ccc(Cl)cc1C(=O)N=c1sc(C(C)(C)C)nn1Cc1cscn1, COc1ccc(P2(=S)SP(=S)(c3ccc(OC)cc3)S2)cc1, Cc1ccccc1, CCOC(C)=O. The product is COc1ccc(Cl)cc1C(=S)N=c1sc(C(C)(C)C)nn1Cc1cscn1. RXN SMILES: [C:1]([CH3:2])([CH3:3])([CH3:4])[c:5]1[n:6][n:7]([CH2:22][c:23]2[n:24][cH:25][s:26][cH:27]2)[c:8](=[N:10][C:11]([c:12]2[c:13]([O:19][CH3:20])[cH:14][cH:15][c:16]([Cl:18])[cH:17]2)=[O:21])[s:9]1.[CH3:28][O:29][c:30]1[cH:31][cH:32][c:33]([P:34]2(=[S:37])[S:35][P:36]([c:38]3[cH:39][cH:40][c:41]([O:42][CH3:43])[cH:44][cH:45]3)(=[S:46])[S:47]2)[cH:48][cH:49]1.[CH3:50][c:51]1[cH:52][cH:53][cH:54][cH:55][cH:56]1.[CH3:57][CH2:58][O:59][C:60]([CH3:61])=[O:62]>>[C:1]([CH3:2])([CH3:3])([CH3:4])[c:5]1[n:6][n:7]([CH2:22][c:23]2[n:24][cH:25][s:26][cH:27]2)[c:8](=[N:10][C:11]([c:12]2[c:13]([O:19][CH3:20])[cH:14][cH:15][c:16]([Cl:18])[cH:17]2)=[S:37])[s:9]1. Starting materials: ClC1=C(N(C(C(=N1)Cl)=O)CC(=O)OCC1=CC=CC=C1)C (benzyl 2-[3,5-dichloro-2-methyl-6-oxo-1(6H)-pyrazinyl]acetate), C1(CC1)CN1[C@H](CCC1)CN ([(2R)-1-(cyclopropylmethyl)pyrrolidinyl]methylamine). Yields the product ClC1=C(N(C(C(=N1)NC[C@@H]1N(CCC1)CC1CC1)=O)CC(=O)OCC1=CC=CC=C1)C (Benzyl 2-[3-chloro-5-({[(2R)-1-(cyclopropylmethyl)pyrrolidinyl]methyl}amino)-2-methyl-6-oxo-1(6H)-pyrazinyl]acetate), product. Isolated yield 100.0%. Reaction SMILES: [Cl:1][C:2]1[N:7]=[C:6](Cl)[C:5](=[O:9])[N:4]([CH2:10][C:11]([O:13][CH2:14][C:15]2[CH:20]=[CH:19][CH:18]=[CH:17][CH:16]=2)=[O:12])[C:3]=1[CH3:21].[CH:22]1([CH2:25][N:26]2[CH2:30][CH2:29][CH2:28][C@@H:27]2[CH2:31][NH2:32])[CH2:24][CH2:23]1>>[Cl:1][C:2]1[N:7]=[C:6]([NH:32][CH2:31][C@H:27]2[CH2:28][CH2:29][CH2:30][N:26]2[CH2:25][CH:22]2[CH2:24][CH2:23]2)[C:5](=[O:9])[N:4]([CH2:10][C:11]([O:13][CH2:14][C:15]2[CH:20]=[CH:19][CH:18]=[CH:17][CH:16]=2)=[O:12])[C:3]=1[CH3:21]. Reported procedure: The title compound was prepared by a similar method to preparation 42 from benzyl 2-[3,5-dichloro-2-methyl-6-oxo-1(6H)-pyrazinyl]acetate [see preparation 17] and [(2R)-1-(cyclopropylmethyl)pyrrolidinyl]methylamine [see WO 9839295 A1], to afford the product as a orange oil (100%). Reactants: CCOC(=O)CP(=O)(OCC)OCC, CC#N, CCN(C(C)C)C(C)C, O=CC1CCN(C(=O)OCc2ccccc2)CC1, [Cl-], [Li+]. Yields the product CCOC(=O)C=CC1CCN(C(=O)OCc2ccccc2)CC1. Reaction SMILES: [CH2:1]([O:2][P:3]([O:4][CH2:5][CH3:6])(=[O:7])[CH2:9][C:10](=[O:11])[O:12][CH2:13][CH3:14])[CH3:8].[CH3:44][C:45]#[N:46].[CH:17]([N:18]([CH:19]([CH3:20])[CH3:21])[CH2:22][CH3:23])([CH3:24])[CH3:25].[CH:26](=[O:27])[CH:28]1[CH2:29][CH2:30][N:31]([C:34](=[O:35])[O:36][CH2:37][c:38]2[cH:39][cH:40][cH:41][cH:42][cH:43]2)[CH2:32][CH2:33]1.[Cl-:16].[Li+:15]>>[CH:9]([C:10](=[O:11])[O:12][CH2:13][CH3:14])=[CH:26][CH:28]1[CH2:29][CH2:30][N:31]([C:34](=[O:35])[O:36][CH2:37][c:38]2[cH:39][cH:40][cH:41][cH:42][cH:43]2)[CH2:32][CH2:33]1. Reactants: FC(F)(F)c1cccc(CBr)n1, Cc1ccc(C(=O)c2c[nH]c3ccccc3c2=O)cc1C, CN(C)C=O, [H-], [Na+]. The product is Cc1ccc(C(=O)c2cn(Cc3cccc(C(F)(F)F)n3)c3ccccc3c2=O)cc1C. RXN SMILES: [Br:24][CH2:25][c:26]1[n:27][c:28]([C:32]([F:33])([F:34])[F:35])[cH:29][cH:30][cH:31]1.[CH3:1][c:2]1[cH:3][c:4]([C:5](=[O:6])[c:7]2[cH:8][nH:9][c:10]3[cH:11][cH:12][cH:13][cH:14][c:15]3[c:16]2=[O:17])[cH:18][cH:19][c:20]1[CH3:21].[CH3:36][N:37]([CH3:38])[CH:39]=[O:40].[H-:22].[Na+:23]>>[CH3:1][c:2]1[cH:3][c:4]([C:5](=[O:6])[c:7]2[cH:8][n:9]([CH2:25][c:26]3[n:27][c:28]([C:32]([F:33])([F:34])[F:35])[cH:29][cH:30][cH:31]3)[c:10]3[cH:11][cH:12][cH:13][cH:14][c:15]3[c:16]2=[O:17])[cH:18][cH:19][c:20]1[CH3:21]. Starting materials: [OH-].[Na+] (sodium hydroxide), C1CCC2=CC(=CC=C12)C=O (indane-5-carboxaldehyde), CC(=O)C (acetone), 11. The solvent is O (water). The product is C1CCC2=CC(=CC=C12)C=CC(C)=O (1-(5-indanyl)but-1-en-3-one). The yield is 81.0%. RXN SMILES: [OH-].[Na+].[CH2:3]1[C:11]2[C:6](=[CH:7][C:8]([CH:12]=O)=[CH:9][CH:10]=2)[CH2:5][CH2:4]1.[CH3:14][C:15]([CH3:17])=[O:16]>O>[CH2:3]1[C:11]2[C:6](=[CH:7][C:8]([CH:12]=[CH:14][C:15](=[O:16])[CH3:17])=[CH:9][CH:10]=2)[CH2:5][CH2:4]1 |f:0.1|. Procedure: An aqueous solution of 10% sodium hydroxide (50-70 ml) was added dropwise over a period of 5 minutes to a suspension of indane-5-carboxaldehyde (18.50 g; 127 mmole) in acetone (50 ml) and water (50 ml). The mixture was stirred at a temperature of 65° C. for a period of 11/2 hours and then extracted with dichloromethane (200 ml). The organic extract was washed several times with water, dried over anhydrous sodium sulphate, and the solvent was removed under reduced pressure using a rotary evaporat...